Dataset: the Open Reaction Database (ORD), a public repository of structured organic reaction records. Task: describe an organic reaction: reactants, conditions, products, and yield The reactants are CC(C)(C)OC(=O)NN, CSC1=Nc2ccc(Cl)cc2N(c2ccccc2)C(=O)C1, CN(C)C=O. Product: CC(C)(C)OC(=O)NNC1=Nc2ccc(Cl)cc2N(c2ccccc2)C(=O)C1. RXN SMILES: [C:22]([CH3:23])([CH3:24])([CH3:25])[O:26][C:27]([NH:28][NH2:29])=[O:30].[CH3:1][S:2][C:3]1=[N:9][c:8]2[c:7]([cH:13][c:12]([Cl:14])[cH:11][cH:10]2)[N:6]([c:15]2[cH:16][cH:17][cH:18][cH:19][cH:20]2)[C:5](=[O:21])[CH2:4]1.[O:31]=[CH:32][N:33]([CH3:34])[CH3:35]>>[C:3]1([NH:29][NH:28][C:27]([O:26][C:22]([CH3:23])([CH3:24])[CH3:25])=[O:30])=[N:9][c:8]2[c:7]([cH:13][c:12]([Cl:14])[cH:11][cH:10]2)[N:6]([c:15]2[cH:16][cH:17][cH:18][cH:19][cH:20]2)[C:5](=[O:21])[CH2:4]1. Reactants: CCOC(C)=O, CC(=O)OC(C)=O, CCCCCC, CCOC(C)=O, CCN1C(=S)NNC1c1ccccc1N, C1CCOC1, O. Product: CCN1C(=S)NNC1c1ccccc1NC(C)=O. RXN SMILES: [C:29]([O:30][CH2:31][CH3:32])(=[O:33])[CH3:34].[CH3:16][C:17](=[O:18])[O:19][C:20](=[O:21])[CH3:22].[CH3:23][CH2:24][CH2:25][CH2:26][CH2:27][CH3:28].[CH3:41][CH2:42][O:43][C:44](=[O:45])[CH3:46].[NH2:1][c:2]1[c:3]([CH:8]2[N:9]([CH2:14][CH3:15])[C:10](=[S:13])[NH:11][NH:12]2)[cH:4][cH:5][cH:6][cH:7]1.[O:35]1[CH2:36][CH2:37][CH2:38][CH2:39]1.[OH2:40]>>[NH:1]([c:2]1[c:3]([CH:8]2[N:9]([CH2:14][CH3:15])[C:10](=[S:13])[NH:11][NH:12]2)[cH:4][cH:5][cH:6][cH:7]1)[C:17]([CH3:16])=[O:18].